Dataset: the Open Reaction Database (ORD), a public repository of structured organic reaction records. Task: describe an organic reaction: reactants, conditions, products, and yield The reactants are CCCC[Sn](Cl)(CCCC)CCCC, [Li]CCCC, Cn1ccnc1C=O, CN1CCNCC1, CN(C)CCN(C)C, C1CCOC1. Product: CCCC[Sn](CCCC)(CCCC)c1cnc(C=O)n1C. Reaction SMILES: [CH2:29]([CH2:30][CH2:31][CH3:32])[Sn:33]([CH2:34][CH2:35][CH2:36][CH3:37])([CH2:38][CH2:39][CH2:40][CH3:41])[Cl:42].[CH2:8]([Li:9])[CH2:10][CH2:11][CH3:12].[CH3:13][n:14]1[c:15]([CH:19]=[O:20])[n:16][cH:17][cH:18]1.[CH3:1][N:2]1[CH2:3][CH2:4][NH:5][CH2:6][CH2:7]1.[CH3:21][N:22]([CH3:23])[CH2:24][CH2:25][N:26]([CH3:27])[CH3:28].[O:43]1[CH2:44][CH2:45][CH2:46][CH2:47]1>>[CH3:13][n:14]1[c:15]([CH:19]=[O:20])[n:16][cH:17][c:18]1[Sn:33]([CH2:29][CH2:30][CH2:31][CH3:32])([CH2:34][CH2:35][CH2:36][CH3:37])[CH2:38][CH2:39][CH2:40][CH3:41]. Product: OC(CN1C=NC=C1)(CCC)C1=C(C=CC=C1)O (1-[2-hydroxy-2-(2-hydroxyphenyl)pentyl]imidazole). Solvent: O1CCCC1 (tetrahydrofuran). Procedure: To a tetrahydrofuran solution of Grignard reagent prepared from 73 mg of magnesium and 369 mg of n-propyl bromide, 202 mg of 1-(2-hydroxyphenacyl) imidazole (II) was added dropwise under ice-cooled conditions while stirring, and the mixture was refluxed for 2 hours. After icecooling, an aqueous solution of ammonium chloride was added to the mixture to decompose the surplus amount of the Grignard reagent and addition salts produced in the reaction. Extraction with chloroform was performed on this... The reactants are [Cl-].[NH4+] (ammonium chloride), Grignard reagent, [Mg] (magnesium), CCCBr (n-propyl bromide), OC1=C(C(CN2C=NC=C2)=O)C=CC=C1 (1-(2-hydroxyphenacyl) imidazole), Grignard reagent. The yield is 28.4%. As a reaction SMILES: [Mg].[CH3:2][CH2:3][CH2:4]Br.[OH:6][C:7]1[CH:20]=[CH:19][CH:18]=[CH:17][C:8]=1[C:9](=[O:16])[CH2:10][N:11]1[CH:15]=[CH:14][N:13]=[CH:12]1.[Cl-].[NH4+]>O1CCCC1>[OH:16][C:9]([C:8]1[CH:17]=[CH:18][CH:19]=[CH:20][C:7]=1[OH:6])([CH2:2][CH2:3][CH3:4])[CH2:10][N:11]1[CH:15]=[CH:14][N:13]=[CH:12]1 |f:3.4|. The reactants are [Br-], O=Cc1cnc(Br)s1, C1CCOC1, C[Mg+], CCOCC. Product: CC(O)c1cnc(Br)s1. Reaction SMILES: [Br-:9].[Br:1][c:2]1[s:3][c:4]([CH:7]=[O:8])[cH:5][n:6]1.[CH2:12]1[O:13][CH2:14][CH2:15][CH2:16]1.[CH3:10][Mg+:11].[CH3:17][CH2:18][O:19][CH2:20][CH3:21]>>[Br:1][c:2]1[s:3][c:4]([CH:7]([OH:8])[CH3:10])[cH:5][n:6]1. Reactants: ClC1=CC=C(C=C1)C(C(=O)O)(C)C (2-(4-chlorophenyl)-2-methylpropanoic acid), NCCCN1CCC(CC1)C=1C=C(C=CC1F)NC(C(C)C)=O (N-{3-[1-(3-aminopropyl)-4-piperidinyl]-4-fluorophenyl}-2-methylpropanamide). RXN SMILES: [Cl:1][C:2]1[CH:7]=[CH:6][C:5]([C:8]([CH3:13])([CH3:12])[C:9]([OH:11])=O)=[CH:4][CH:3]=1.[NH2:14][CH2:15][CH2:16][CH2:17][N:18]1[CH2:23][CH2:22][CH:21]([C:24]2[CH:25]=[C:26]([NH:31][C:32](=[O:36])[CH:33]([CH3:35])[CH3:34])[CH:27]=[CH:28][C:29]=2[F:30])[CH2:20][CH2:19]1>>[Cl:1][C:2]1[CH:3]=[CH:4][C:5]([C:8]([CH3:13])([CH3:12])[C:9]([NH:14][CH2:15][CH2:16][CH2:17][N:18]2[CH2:19][CH2:20][CH:21]([C:24]3[CH:25]=[C:26]([NH:31][C:32](=[O:36])[CH:33]([CH3:35])[CH3:34])[CH:27]=[CH:28][C:29]=3[F:30])[CH2:22][CH2:23]2)=[O:11])=[CH:6][CH:7]=1. Product: ClC1=CC=C(C=C1)C(C(=O)NCCCN1CCC(CC1)C1=C(C=CC(=C1)NC(C(C)C)=O)F)(C)C (2-(4-CHLOROPHENYL)-N-(3-{4-[2-FLUORO-5-(ISOBUTYRYLAMINO)PHENYL]-1-PIPERIDINYL}PROPYL)-2-METHYLPROPANAMIDE). Procedure: Example 127 was prepared from 2-(4-chlorophenyl)-2-methylpropanoic acid and N-{3-[1-(3-aminopropyl)-4-piperidinyl]-4-fluorophenyl}-2-methylpropanamide according to the procedures described in Scheme 9: 1H NMR (400 MHz, CDCl3) δ 7.95 (s, 1H), 7.73 (s, 1H), 7.68 (s, 1H), 7.43–7.38 (m, 1H), 7.37–7.26 (m, 3H), 6.93–6.83 (m, 2H), 3.96–3.61 (m, 1H), 3.26–3.02 (m, 4H), 2.69–2.59 (m, 1H), 2.51–2.40 (m, 2H), 1.90–1.71 (m, 4H), 1.63–1.47 (m, 4H), 1.18 (d, 6H, J=6.9 Hz), 1.15 (s, 6 H); ESMS m/e: 502.1 (M+H... The reactants are BrC=1C=C(C=NC1OCC(F)(F)F)NC(=O)C=1C=NC=NC1 (pyrimidine-5-carboxylic acid[5-bromo-6-(2,2,2-trifluoro-ethoxy)-pyridin-3-yl]-amide), C(C)C1=CC=C(C=C1)B(O)O (B-(4-ethylphenyl)-boronic acid). The product is C(C)C1=CC=C(C=C1)C=1C=C(C=NC1OCC(F)(F)F)NC(=O)C=1C=NC=NC1 (N-(5-(4-ethylphenyl)-6-(2,2,2-trifluoroethoxy)pyridin-3-yl)pyrimidine-5-carboxamide). RXN SMILES: Br[C:2]1[CH:3]=[C:4]([NH:14][C:15]([C:17]2[CH:18]=[N:19][CH:20]=[N:21][CH:22]=2)=[O:16])[CH:5]=[N:6][C:7]=1[O:8][CH2:9][C:10]([F:13])([F:12])[F:11].[CH2:23]([C:25]1[CH:30]=[CH:29][C:28](B(O)O)=[CH:27][CH:26]=1)[CH3:24]>>[CH2:23]([C:25]1[CH:30]=[CH:29][C:28]([C:2]2[CH:3]=[C:4]([NH:14][C:15]([C:17]3[CH:18]=[N:19][CH:20]=[N:21][CH:22]=3)=[O:16])[CH:5]=[N:6][C:7]=2[O:8][CH2:9][C:10]([F:13])([F:12])[F:11])=[CH:27][CH:26]=1)[CH3:24]. Procedure details: The title compound was synthesized in analogy to Example 39, using pyrimidine-5-carboxylic acid[5-bromo-6-(2,2,2-trifluoro-ethoxy)-pyridin-3-yl]-amide (example 52 a) and B-(4-ethylphenyl)-boronic acid (CAN 63139-21-9) as starting materials; LC-MS (UV peak area/ESI) 100%, 403.1384 (M+H)+. Reactants: O (water), BrCC#C (3-bromo-1-propyne), C([O-])([O-])=O.[K+].[K+] (potassium carbonate), ClC1=CC=C(C=C1)C=1N(C(NN1)=O)CC(C(F)(F)F)O (5-(4-Chlorophenyl)-4-(3,3,3-trifluoro-2-hydroxypropyl)-2,4-dihydro-3H-1,2,4-triazol-3-one). Solvent: C(C)#N (acetonitrile). Product: ClC1=CC=C(C=C1)C=1N(C(N(N1)CC#C)=O)CC(C(F)(F)F)O (5-(4-Chlorophenyl)-2-(prop-2-yn-1-yl)-4-(3,3,3-trifluoro-2-hydroxypropyl)-2,4-dihydro-3H-1,2,4-triazol-3-one). Reaction SMILES: [Cl:1][C:2]1[CH:7]=[CH:6][C:5]([C:8]2[N:9]([CH2:14][CH:15]([OH:20])[C:16]([F:19])([F:18])[F:17])[C:10](=[O:13])[NH:11][N:12]=2)=[CH:4][CH:3]=1.Br[CH2:22][C:23]#[CH:24].C(=O)([O-])[O-].[K+].[K+].O>C(#N)C>[Cl:1][C:2]1[CH:7]=[CH:6][C:5]([C:8]2[N:9]([CH2:14][CH:15]([OH:20])[C:16]([F:18])([F:19])[F:17])[C:10](=[O:13])[N:11]([CH2:24][C:23]#[CH:22])[N:12]=2)=[CH:4][CH:3]=1 |f:2.3.4|. Procedure: 300 mg (0.98 mmol) of the compound from Example 4A were dissolved in 10 ml of acetonitrile, and 122 mg (1.02 mmol) of 3-bromo-1-propyne and 270 mg (1.95 mmol) of potassium carbonate were added. The mixture was heated at reflux for 1 h. For work-up, the reaction mixture was allowed to cool to RT and about 10 ml of water were added. The mixture was extracted twice with in each case 15 ml of ethyl acetate. The combined organic phases were dried over sodium sulfate, filtered and concentrated under r... The reactants are CC1(C2C(C3=CN=CC=C3O1)O2)C ((±)-2,2-dimethyl-1a,7b-dihydro-2H-1,3-dioxa-6-aza-cyclopropa[a]naphthalene), ClC1=CC=C(C=C1)C=1NC=CN1 (2-(4-chloro-phenyl)-1H-imidazole). The product is ClC1=CC=C(C=C1)C=1N(C=CN1)C1C(C(OC2=C1C=NC=C2)(C)C)O (4-[2-(4-Chloro-phenyl)-imidazol-1-yl]-2,2-dimethyl-3,4-dihydro-2H-pyrano[3,2-c]pyridin-3-ol). As a reaction SMILES: [CH3:1][C:2]1([CH3:13])[O:11][C:10]2[C:5](=[CH:6][N:7]=[CH:8][CH:9]=2)[CH:4]2[O:12][CH:3]12.[Cl:14][C:15]1[CH:20]=[CH:19][C:18]([C:21]2[NH:22][CH:23]=[CH:24][N:25]=2)=[CH:17][CH:16]=1>>[Cl:14][C:15]1[CH:16]=[CH:17][C:18]([C:21]2[N:25]([CH:4]3[C:5]4[CH:6]=[N:7][CH:8]=[CH:9][C:10]=4[O:11][C:2]([CH3:13])([CH3:1])[CH:3]3[OH:12])[CH:24]=[CH:23][N:22]=2)=[CH:19][CH:20]=1. Procedure: Following the procedure in Example 1, using (±)-2,2-dimethyl-1a,7b-dihydro-2H-1,3-dioxa-6-aza-cyclopropa[a]naphthalene and 2-(4-chloro-phenyl)-1H-imidazole as starting materials, the title compound was prepared as a pale yellow solid.